Dataset: the Open Reaction Database (ORD), a public repository of structured organic reaction records. Task: describe an organic reaction: reactants, conditions, products, and yield Starting materials: CCC(Oc1ccc2c(-c3ccc(C)s3)noc2c1Cl)C(=O)[O-], CCO, Cl, [Na+], [OH-], O. Yields the product Cc1ccc(-c2noc3c(Cl)c(OCC(=O)O)ccc23)s1. RXN SMILES: [CH2:1]([CH3:2])[CH:3]([C:4](=[O:5])[O-:6])[O:7][c:8]1[c:9]([Cl:23])[c:10]2[c:11]([c:12](-[c:15]3[s:16][c:17]([CH3:20])[cH:18][cH:19]3)[n:13][o:14]2)[cH:21][cH:22]1.[CH3:28][CH2:29][OH:30].[ClH:26].[Na+:25].[OH-:24].[OH2:27]>>[CH2:3]([C:4](=[O:5])[OH:6])[O:7][c:8]1[c:9]([Cl:23])[c:10]2[c:11]([c:12](-[c:15]3[s:16][c:17]([CH3:20])[cH:18][cH:19]3)[n:13][o:14]2)[cH:21][cH:22]1. Reactants: BrC1=C(N=C2N1C(=C(C(=N2)OC)CC)C)C(C#CCOC2OCCCC2)=O (1-(3-bromo-6-ethyl-7-methoxy-5-methylimidazo[1,2-a]pyrimidin-2-yl)-4-(tetrahydropyran-2-yloxy)-2-butyn-1-one), C([O-])(O)=O.[Na+] (sodium bicarbonate). Run in CO (methanol), Cl (hydrochloric acid). Run at time 30 minute. The product is BrC1=C(N=C2N1C(=C(C(=N2)OC)CC)C)C(C#CCO)=O (1-(3-bromo-6-ethyl-7-methoxy-5-methylimidazo[1,2-a]pyrimidin-2-yl)-4-hydroxy-2-butyn-1-one). Isolated yield 32.1%. Reaction SMILES: [Br:1][C:2]1[N:6]2[C:7]([CH3:15])=[C:8]([CH2:13][CH3:14])[C:9]([O:11][CH3:12])=[N:10][C:5]2=[N:4][C:3]=1[C:16](=[O:27])[C:17]#[C:18][CH2:19][O:20]C1CCCCO1.C(=O)(O)[O-].[Na+]>CO.Cl>[Br:1][C:2]1[N:6]2[C:7]([CH3:15])=[C:8]([CH2:13][CH3:14])[C:9]([O:11][CH3:12])=[N:10][C:5]2=[N:4][C:3]=1[C:16](=[O:27])[C:17]#[C:18][CH2:19][OH:20] |f:1.2|. Reported procedure: A solution of 5.0 g (11.5 mmol) of 1-(3-bromo-6-ethyl-7-methoxy-5-methylimidazo[1,2-a]pyrimidin-2-yl)-4-(tetrahydropyran-2-yloxy)-2-butyn-1-one in a mixture of 100 ml of methanol and 35 ml of 2N hydrochloric acid stood at room temperature for 30 minutes and then was neutralized with aqueous sodium bicarbonate. Extraction with chloroform gave an oil which was chromatographed over silica (chloroform: ether: methanol 100:0:0 gradually changing to 0:95:5) to obtain 1.3 g (32%) of 1-(3-bromo-6-ethyl-...